This data is from the Open Reaction Database (ORD), a public repository of structured organic reaction records. The task is: describe an organic reaction: reactants, conditions, products, and yield The reactants are NC1=C(C(=O)N(C)OC)C=C(C=N1)Br (2-amino-5-bromo-N-methoxy-N-methylnicotinamide), BrC1=NC(=CC=C1)F (2-bromo-6-fluoropyridine), solution, C(C)(C)[Mg]Cl (isopropylmagnesium chloride), CCOCC (ether). Solvent: O1CCCC1 (tetrahydrofuran), CCOCC.CO (ether MeOH), O1CCCC1 (tetrahydrofuran). Reaction conditions: time 2 hour. Yields the product NC1=NC=C(C=C1C(=O)C1=NC(=CC=C1)F)Br ((2-amino-5-bromopyridin-3-yl)(6-fluoropyridin-2-yl)methanone), solid. Isolated yield 6.0%. RXN SMILES: Br[C:2]1[CH:7]=[CH:6][CH:5]=[C:4]([F:8])[N:3]=1.C([Mg]Cl)(C)C.CCOCC.[NH2:19][C:20]1[N:31]=[CH:30][C:29]([Br:32])=[CH:28][C:21]=1[C:22](N(OC)C)=[O:23]>O1CCCC1.CCOCC.CO>[NH2:19][C:20]1[C:21]([C:22]([C:2]2[CH:7]=[CH:6][CH:5]=[C:4]([F:8])[N:3]=2)=[O:23])=[CH:28][C:29]([Br:32])=[CH:30][N:31]=1 |f:5.6|. Procedure details: To a solution of 2-bromo-6-fluoropyridine (7.5 g, 42.6 mmol) in tetrahydrofuran (50 ml) at 0° C. was added a 2 M solution of isopropylmagnesium chloride in ether (21.3 ml, 42.6 mmol) over a period of 10 minutes. The ice-bath was removed and the reaction mixture was stirred at room temperature for 2 hours. The resulting solution was added dropwise to a solution of 2-amino-5-bromo-N-methoxy-N-methylnicotinamide (3 g, 11.5 mmol) in tetrahydrofuran (40 ml) at room temperature over a period of 30 min... The reactants are Brc1ccccc1, O=C([O-])[O-], CC(=O)[O-], CC(=O)[O-], [Cs+], [Cs+], O=C(OCc1ccccc1)N1CCC2(CC1)CNc1ccccc12, C1COCCO1, [Pd+2]. The product is O=C(OCc1ccccc1)N1CCC2(CC1)CN(c1ccccc1)c1ccccc12. RXN SMILES: [Br:25][c:26]1[cH:27][cH:28][cH:29][cH:30][cH:31]1.[C:32](=[O:33])([O-:34])[O-:35].[C:38]([O-:39])(=[O:40])[CH3:41].[C:43]([O-:44])(=[O:45])[CH3:46].[Cs+:36].[Cs+:37].[N:1]1([C:15](=[O:16])[O:17][CH2:18][c:19]2[cH:20][cH:21][cH:22][cH:23][cH:24]2)[CH2:2][CH2:3][C:4]2([CH2:5][NH:6][c:7]3[cH:8][cH:9][cH:10][cH:11][c:12]32)[CH2:13][CH2:14]1.[O:47]1[CH2:48][CH2:49][O:50][CH2:51][CH2:52]1.[Pd+2:42]>>[N:1]1([C:15](=[O:16])[O:17][CH2:18][c:19]2[cH:20][cH:21][cH:22][cH:23][cH:24]2)[CH2:2][CH2:3][C:4]2([CH2:5][N:6]([c:26]3[cH:27][cH:28][cH:29][cH:30][cH:31]3)[c:7]3[cH:8][cH:9][cH:10][cH:11][c:12]32)[CH2:13][CH2:14]1.